From a dataset of the Open Reaction Database (ORD), a public repository of structured organic reaction records. describe an organic reaction: reactants, conditions, products, and yield Starting materials: C(CC)C1=CC=C(C=C1)NC(=O)N (4-n-propylphenylurea), S(O)(O)(=O)=O (sulfuric acid). Run in ice. Reaction conditions: time 2 hour. Yields the product NC1=C(C=C(C=C1)CCC)S(=O)(=O)O (2-amino-5-n-propylbenzenesulfonic acid). Isolated yield 64.1%. RXN SMILES: [CH2:1]([C:4]1[CH:9]=[CH:8][C:7]([NH:10]C(N)=O)=[CH:6][CH:5]=1)[CH2:2][CH3:3].[S:14](=O)(=[O:17])([OH:16])[OH:15]>>[NH2:10][C:7]1[CH:8]=[CH:9][C:4]([CH2:1][CH2:2][CH3:3])=[CH:5][C:6]=1[S:14]([OH:17])(=[O:16])=[O:15]. Reported procedure: A solution of 31.4 g of p-n-propylaniline dissolved in 116 ml of acetic acid and 232 ml of water was added dropwise into 200 ml of a mixed solution comprising 130 g of sodium isocyanate and 900 ml of water, and then stirred in an ice-bath for 30 minutes. The crystals precipitated were filtered, washed with water and dried to give 38.88 g of 4-n-propylphenylurea. After the 4-n-propylphenylurea was added in portions into 107.6 ml of 20% fuming sulfuric acid, the reaction was carried out at 60° C. ... Starting materials: CC#N, CCOC(C)=O, [Ca+2], O=C([O-])[O-], O, c1ccc(C2(CC3SCCCS3)CCCC2)cc1. The product is O=CCC1(c2ccccc2)CCCC1. RXN SMILES: [CH3:24][C:25]#[N:26].[CH3:28][CH2:29][O:30][C:31](=[O:32])[CH3:33].[Ca+2:1].[O-:2][C:3]([O-:4])=[O:5].[OH2:27].[c:6]1([C:12]2([CH2:17][CH:18]3[S:19][CH2:20][CH2:21][CH2:22][S:23]3)[CH2:13][CH2:14][CH2:15][CH2:16]2)[cH:7][cH:8][cH:9][cH:10][cH:11]1>>[CH:3](=[O:5])[CH2:17][C:12]1([c:6]2[cH:7][cH:8][cH:9][cH:10][cH:11]2)[CH2:13][CH2:14][CH2:15][CH2:16]1. Reactants: ClC1=C(C(=O)NC2=CC=C3C=NNC3=C2)C=C(C(=C1)F)[N+](=O)[O-] (2-chloro-4-fluoro-N-(1H-indazol-6-yl)-5-nitrobenzamide), [NH4+].[OH-] (NH4OH), CC1NC(CNC1)C (2,6-dimethylpiperazine), NC1=C(C(=O)NC2=CC=C3C=NNC3=C2)C=C(C(=C1)F)[N+](=O)[O-] (2-amino-4-fluoro-N-(1H-indazol-6-yl)-5-nitrobenzamide). Solvent: O1CCOCC1 (dioxane). The product is NC1=CC(=C(C(=O)NC2=CC=C3C=NNC3=C2)C=C1[N+](=O)[O-])N1CC(NC(C1)C)C (4-amino-2-(3,5-dimethyl-piperazin-1-yl)-N-(1H-indazol-6-yl)-5-nitrobenzamide). RXN SMILES: Cl[C:2]1[CH:19]=[C:18](F)[C:17]([N+:21]([O-:23])=[O:22])=[CH:16][C:3]=1[C:4]([NH:6][C:7]1[CH:15]=[C:14]2[C:10]([CH:11]=[N:12][NH:13]2)=[CH:9][CH:8]=1)=[O:5].[NH4+].[OH-].[NH2:26]C1C=C(F)C([N+]([O-])=O)=CC=1C(NC1C=C2C(C=NN2)=CC=1)=O.[CH3:49][CH:50]1[CH2:55][NH:54][CH2:53][CH:52]([CH3:56])[NH:51]1>O1CCOCC1>[NH2:26][C:18]1[C:17]([N+:21]([O-:23])=[O:22])=[CH:16][C:3]([C:4]([NH:6][C:7]2[CH:15]=[C:14]3[C:10]([CH:11]=[N:12][NH:13]3)=[CH:9][CH:8]=2)=[O:5])=[C:2]([N:54]2[CH2:53][CH:52]([CH3:56])[NH:51][CH:50]([CH3:49])[CH2:55]2)[CH:19]=1 |f:1.2|. Procedure: A solution of 2-chloro-4-fluoro-N-(1H-indazol-6-yl)-5-nitrobenzamide (1 mmol) in dioxane (2 mL) was reacted with aqueous NH4OH using the conditions described in Example 115. After the formation of 2-amino-4-fluoro-N-(1H-indazol-6-yl)-5-nitrobenzamide was complete, the reaction mixture was charged with 2,6-dimethylpiperazine (6 mmol). The contents were heated at reflux for 10 h, and the reaction mixture was cooled to RT. The contents were poured onto ice cold water with vigorous stirring. The sol...